This data is from the Open Reaction Database (ORD), a public repository of structured organic reaction records. The task is: describe an organic reaction: reactants, conditions, products, and yield Reactants: NC1CCN(CC1)CCN1C(C=NC2=CC(=CC=C12)F)=O (1-[2-(4-Aminopiperidin-1-yl)ethyl]-6-fluoroquinoxalin-2(1H)-one), NC1CCN(CC1)CCN1C(C=NC2=CC(=CC=C12)F)=O (1-[2-(4-Aminopiperidin-1-yl)ethyl]-6-fluoroquinoxalin-2(1H)-one), O1CCOC=2C=NC(=CC21)C=O (2,3-dihydro[1,4]dioxino[2,3-c]pyridine-7-carbaldehyde), C(C)(=O)O[BH-](OC(C)=O)OC(C)=O.[Na+] (sodium triacetoxy borohydride). Product: O1CCOC=2C=NC(=CC21)CNC2CCN(CC2)CCN2C(C=NC1=CC(=CC=C21)F)=O (1-(2-{4-[(2,3-Dihydro[1,4]dioxino[2,3-c]pyridin-7-ylmethyl)amino]piperidin-1-yl}ethyl)-6-fluoroquinoxalin-2(1H)-one). Reaction SMILES: [NH2:1][CH:2]1[CH2:7][CH2:6][N:5]([CH2:8][CH2:9][N:10]2[C:19]3[C:14](=[CH:15][C:16]([F:20])=[CH:17][CH:18]=3)[N:13]=[CH:12][C:11]2=[O:21])[CH2:4][CH2:3]1.[O:22]1[C:31]2[CH:30]=[C:29]([CH:32]=O)[N:28]=[CH:27][C:26]=2[O:25][CH2:24][CH2:23]1.C(O[BH-](OC(=O)C)OC(=O)C)(=O)C.[Na+]>>[O:22]1[C:31]2[CH:30]=[C:29]([CH2:32][NH:1][CH:2]3[CH2:3][CH2:4][N:5]([CH2:8][CH2:9][N:10]4[C:19]5[C:14](=[CH:15][C:16]([F:20])=[CH:17][CH:18]=5)[N:13]=[CH:12][C:11]4=[O:21])[CH2:6][CH2:7]3)[N:28]=[CH:27][C:26]=2[O:25][CH2:24][CH2:23]1 |f:2.3|. Procedure details: 1-[2-(4-Aminopiperidin-1-yl)ethyl]-6-fluoroquinoxalin-2(1H)-one (Intermediate 145, 87 mg, 0.30 mmol), 2,3-dihydro[1,4]dioxino[2,3-c]pyridine-7-carbaldehyde (WO 2004/058144) (50 mg, 0.30 mmol), and sodium triacetoxy borohydride (200 mg, 0.90 mmol) were reacted as described for Example 69 to give the free base of the title compound as an oil. The free base was taken up in isopropanol (10 mL) and treated with 2.0M HCl in ether (3 eq). Solvent was removed under reduced pressure. The resulting solid ...